Task: describe an organic reaction: reactants, conditions, products, and yield. Dataset: the Open Reaction Database (ORD), a public repository of structured organic reaction records The reactants are CC(C)(C)OC(=O)NCCNC(=O)c1ccc2[nH]c(C(=O)O)cc2c1, CCN(C(C)C)C(C)C, O=C(Oc1c(F)c(F)c(F)c(F)c1F)C(F)(F)F, CN(C)C=O. Product: CC(C)(C)OC(=O)NCCNC(=O)c1ccc2[nH]c(C(=O)Oc3c(F)c(F)c(F)c(F)c3F)cc2c1. RXN SMILES: [C:1]([CH3:2])([CH3:3])([CH3:4])[O:5][C:6](=[O:7])[NH:8][CH2:9][CH2:10][NH:11][C:12](=[O:13])[c:14]1[cH:15][c:16]2[cH:17][c:18]([C:23](=[O:24])[OH:25])[nH:19][c:20]2[cH:21][cH:22]1.[CH:26]([N:27]([CH2:28][CH3:29])[CH:30]([CH3:31])[CH3:32])([CH3:33])[CH3:34].[F:35][C:36]([F:37])([F:38])[C:39]([O:51][c:40]1[c:41]([F:50])[c:42]([F:49])[c:43]([F:48])[c:44]([F:47])[c:45]1[F:46])=[O:52].[O:53]=[CH:54][N:55]([CH3:56])[CH3:57]>>[C:1]([CH3:2])([CH3:3])([CH3:4])[O:5][C:6](=[O:7])[NH:8][CH2:9][CH2:10][NH:11][C:12](=[O:13])[c:14]1[cH:15][c:16]2[cH:17][c:18]([C:23]([O:24][c:40]3[c:41]([F:50])[c:42]([F:49])[c:43]([F:48])[c:44]([F:47])[c:45]3[F:46])=[O:25])[nH:19][c:20]2[cH:21][cH:22]1. Procedure details: To a solution of zinc chloride (5.79 g, 42.5 mmol) in diethyl ether (150 ml) was added sodium borohydride (3.22 g, 85.0 mmol), and the mixture was stirred at room temperature for 30 min. Insoluble material was filtered off, and to the filtrate was added a solution of ethyl 2-(4-tert-butoxybenzyl)-3-(3-chlorophenyl)-3-oxopropanoate (8.26 g, 21.2 mmol) in diethyl ether (100 ml) at 0° C. The mixture was stirred for 30 min. and 1N hydrochloric acid was added to stop the reaction. Water (200 ml) was ... Reaction SMILES: [BH4-].[Na+].[C:3]([O:7][C:8]1[CH:29]=[CH:28][C:11]([CH2:12][CH:13]([C:19]([C:21]2[CH:26]=[CH:25][CH:24]=[C:23]([Cl:27])[CH:22]=2)=[O:20])[C:14]([O:16][CH2:17][CH3:18])=[O:15])=[CH:10][CH:9]=1)([CH3:6])([CH3:5])[CH3:4].Cl.O>C(OCC)C.[Cl-].[Zn+2].[Cl-]>[C:3]([O:7][C:8]1[CH:9]=[CH:10][C:11]([CH2:12][CH:13]([CH:19]([C:21]2[CH:26]=[CH:25][CH:24]=[C:23]([Cl:27])[CH:22]=2)[OH:20])[C:14]([O:16][CH2:17][CH3:18])=[O:15])=[CH:28][CH:29]=1)([CH3:4])([CH3:5])[CH3:6] |f:0.1,6.7.8|. Run at time 30 minute. The product is C(C)(C)(C)OC1=CC=C(CC(C(=O)OCC)C(O)C2=CC(=CC=C2)Cl)C=C1 (ethyl (2RS,3RS)-2-(4-tert-butoxybenzyl)-3-(3-chlorophenyl)-3-hydroxypropanoate). Solvent: C(C)OCC (diethyl ether), C(C)OCC (diethyl ether). Reagents/catalysts: [Cl-].[Zn+2].[Cl-] (zinc chloride). Reactants: C(C)(C)(C)OC1=CC=C(CC(C(=O)OCC)C(=O)C2=CC(=CC=C2)Cl)C=C1 (ethyl 2-(4-tert-butoxybenzyl)-3-(3-chlorophenyl)-3-oxopropanoate), O (Water), Cl (hydrochloric acid), [BH4-].[Na+] (sodium borohydride).